describe an organic reaction: reactants, conditions, products, and yield From a dataset of the Open Reaction Database (ORD), a public repository of structured organic reaction records. Starting materials: CCO, CC(=O)O, O=N[O-], [Na+], CC(C)COC1OC(C(O)N(CC(C)O)C(=O)NCCCl)C(O)C(O)C1O. Product: CC(C)COC1OC(C(O)N(CC(C)O)C(=O)N(CCCl)N=O)C(O)C(O)C1O. As a reaction SMILES: [CH3:32][CH2:33][OH:34].[CH3:35][C:36](=[O:37])[OH:38].[N:1](=[O:2])[O-:3].[Na+:4].[OH:5][CH:6]([CH2:7][N:8]([C:9]([NH:10][CH2:11][CH2:12][Cl:13])=[O:14])[CH:15]([CH:16]1[CH:17]([OH:29])[CH:18]([OH:28])[CH:19]([OH:27])[CH:20]([O:21][CH2:22][CH:23]([CH3:24])[CH3:25])[O:26]1)[OH:30])[CH3:31]>>[N:1](=[O:3])[N:10]([C:9]([N:8]([CH2:7][CH:6]([OH:5])[CH3:31])[CH:15]([CH:16]1[CH:17]([OH:29])[CH:18]([OH:28])[CH:19]([OH:27])[CH:20]([O:21][CH2:22][CH:23]([CH3:24])[CH3:25])[O:26]1)[OH:30])=[O:14])[CH2:11][CH2:12][Cl:13]. Reactants: C1CCOC1, CI, [H-], [Na+], COC(=O)c1ccc2c(c1)C1(CCN(C(=O)C=Cc3ccccc3C(F)(F)F)CC1)C(=O)N2, O. The product is COC(=O)c1ccc2c(c1)C1(CCN(C(=O)C=Cc3ccccc3C(F)(F)F)CC1)C(=O)N2C. RXN SMILES: [CH2:39]1[O:40][CH2:41][CH2:42][CH2:43]1.[CH3:36][I:37].[H-:35].[Na+:34].[O:1]=[C:2]1[NH:3][c:4]2[cH:5][cH:6][c:7]([C:30](=[O:31])[O:32][CH3:33])[cH:8][c:9]2[C:10]12[CH2:11][CH2:12][N:13]([C:16]([CH:17]=[CH:18][c:19]1[c:20]([C:25]([F:26])([F:27])[F:28])[cH:21][cH:22][cH:23][cH:24]1)=[O:29])[CH2:14][CH2:15]2.[OH2:38]>>[O:1]=[C:2]1[N:3]([CH3:36])[c:4]2[cH:5][cH:6][c:7]([C:30](=[O:31])[O:32][CH3:33])[cH:8][c:9]2[C:10]12[CH2:11][CH2:12][N:13]([C:16]([CH:17]=[CH:18][c:19]1[c:20]([C:25]([F:26])([F:27])[F:28])[cH:21][cH:22][cH:23][cH:24]1)=[O:29])[CH2:14][CH2:15]2.